This data is from the Open Reaction Database (ORD), a public repository of structured organic reaction records. The task is: describe an organic reaction: reactants, conditions, products, and yield The reactants are C1CCOC1, COc1ccc(CNCC(C)(C)c2cc(NC(=O)C(C)(C)S(=O)(=O)C3CCOCC3)on2)cc1, CC(=O)Cl, c1ccncc1. Product: COc1ccc(CN(CC(C)(C)c2cc(NC(=O)C(C)(C)S(=O)(=O)C3CCOCC3)on2)C(C)=O)cc1. Reaction SMILES: [CH2:45]1[O:46][CH2:47][CH2:48][CH2:49]1.[CH3:1][O:2][c:3]1[cH:4][cH:5][c:6]([CH2:7][NH:8][CH2:9][C:10]([CH3:11])([CH3:12])[c:13]2[n:14][o:15][c:16]([NH:18][C:19]([C:20]([CH3:21])([S:22](=[O:23])(=[O:24])[CH:25]3[CH2:26][CH2:27][O:28][CH2:29][CH2:30]3)[CH3:31])=[O:32])[cH:17]2)[cH:33][cH:34]1.[CH3:41][C:42]([Cl:43])=[O:44].[cH:35]1[cH:36][cH:37][n:38][cH:39][cH:40]1>>[CH3:1][O:2][c:3]1[cH:4][cH:5][c:6]([CH2:7][N:8]([CH2:9][C:10]([CH3:11])([CH3:12])[c:13]2[n:14][o:15][c:16]([NH:18][C:19]([C:20]([CH3:21])([S:22](=[O:23])(=[O:24])[CH:25]3[CH2:26][CH2:27][O:28][CH2:29][CH2:30]3)[CH3:31])=[O:32])[cH:17]2)[C:42]([CH3:41])=[O:44])[cH:33][cH:34]1.